Dataset: the Open Reaction Database (ORD), a public repository of structured organic reaction records. Task: describe an organic reaction: reactants, conditions, products, and yield Starting materials: C1CCNCC1, CCO, O=C(N1CCOCC1)N1CC(c2ccc(C(F)(F)F)cc2)CC(c2nc(Cl)no2)C1. Product: O=C(N1CCOCC1)N1CC(c2ccc(C(F)(F)F)cc2)CC(c2nc(N3CCCCC3)no2)C1. RXN SMILES: [CH2:31]1[CH2:32][CH2:33][NH:34][CH2:35][CH2:36]1.[CH3:37][CH2:38][OH:39].[Cl:1][c:2]1[n:3][o:4][c:5]([CH:7]2[CH2:8][N:9]([C:23](=[O:24])[N:25]3[CH2:26][CH2:27][O:28][CH2:29][CH2:30]3)[CH2:10][CH:11]([c:13]3[cH:14][cH:15][c:16]([C:19]([F:20])([F:21])[F:22])[cH:17][cH:18]3)[CH2:12]2)[n:6]1>>[c:2]1([N:34]2[CH2:33][CH2:32][CH2:31][CH2:36][CH2:35]2)[n:3][o:4][c:5]([CH:7]2[CH2:8][N:9]([C:23](=[O:24])[N:25]3[CH2:26][CH2:27][O:28][CH2:29][CH2:30]3)[CH2:10][CH:11]([c:13]3[cH:14][cH:15][c:16]([C:19]([F:20])([F:21])[F:22])[cH:17][cH:18]3)[CH2:12]2)[n:6]1. Starting materials: COC([C@@H](N(C1=C(SC=C1C)C)C(COS(=O)(=O)C1=CC=C(C=C1)C)=O)C)=O (N-[(4-methylphenyl)-sulphonyloxyacetyl]-N-(2,4-dimethylthien-3-yl)-alanine-methylester), CN(N)C (1,1-dimethylhydrazine). Run in C(C)O (ethanol). Product: COC([C@@H](N(C1=C(SC=C1C)C)C(CNN(C)C)=O)C)=O (N-(2,2-dimethylhydrazino-acetyl)-N-(2,4-dimethylthien-3-yl)-alanine-methylester). As a reaction SMILES: [CH3:1][O:2][C:3](=[O:28])[C@H:4]([CH3:27])[N:5]([C:13](=[O:26])[CH2:14]OS(C1C=CC(C)=CC=1)(=O)=O)[C:6]1[C:10]([CH3:11])=[CH:9][S:8][C:7]=1[CH3:12].[CH3:29][N:30]([CH3:32])[NH2:31]>C(O)C>[CH3:1][O:2][C:3](=[O:28])[C@H:4]([CH3:27])[N:5]([C:13](=[O:26])[CH2:14][NH:31][N:30]([CH3:32])[CH3:29])[C:6]1[C:10]([CH3:11])=[CH:9][S:8][C:7]=1[CH3:12]. Procedure details: A mixture of 8.5 g (0.02 mol) N-[(4-methylphenyl)-sulphonyloxyacetyl]-N-(2,4-dimethylthien-3-yl)-alanine-methylester (=Ex. 3.9) and 2.4 g (0.04 mol) 1,1-dimethylhydrazine in 150 ml ethanol is refluxed for four hours, then evaporated in vacuo, the residue taken up in dichloromethane, washed subsequently with water, aqueous 1 N HCl and water, dried over MgSO4, and evaporated in vacuo to yield the title compound. The reactants are O=[N+]([O-])c1cc(Br)ccc1NCCN1CCCC1, CO. The product is Nc1cc(Br)ccc1NCCN1CCCC1. As a reaction SMILES: [Br:1][c:2]1[cH:3][c:4]([N+:16]([O-:17])=[O:18])[c:5]([NH:8][CH2:9][CH2:10][N:11]2[CH2:12][CH2:13][CH2:14][CH2:15]2)[cH:6][cH:7]1.[CH3:19][OH:20]>>[Br:1][c:2]1[cH:3][c:4]([NH2:16])[c:5]([NH:8][CH2:9][CH2:10][N:11]2[CH2:12][CH2:13][CH2:14][CH2:15]2)[cH:6][cH:7]1. Reactants: COc1ccc(C2OC(=O)NC2Cc2ccc(C(F)(F)F)cc2)cc1, CCO, [Na+], [OH-]. Yields the product COc1ccc(C(O)C(N)Cc2ccc(C(F)(F)F)cc2)cc1. RXN SMILES: [CH3:1][O:2][c:3]1[cH:4][cH:5][c:6]([CH:9]2[CH:10]([CH2:15][c:16]3[cH:17][cH:18][c:19]([C:22]([F:23])([F:24])[F:25])[cH:20][cH:21]3)[NH:11][C:12](=[O:14])[O:13]2)[cH:7][cH:8]1.[CH3:28][CH2:29][OH:30].[Na+:27].[OH-:26]>>[CH3:1][O:2][c:3]1[cH:4][cH:5][c:6]([CH:9]([CH:10]([NH2:11])[CH2:15][c:16]2[cH:17][cH:18][c:19]([C:22]([F:23])([F:24])[F:25])[cH:20][cH:21]2)[OH:13])[cH:7][cH:8]1. The reactants are CC1=CC=C(C=C1)S(=O)(=O)OC[C@@H](CCN1C2=C(N=CC1=O)C=CC(=N2)OC)O ((2R)-2-hydroxy-4-(6-methoxy-3-oxopyrido[2,3-b]pyrazin-4(3H)-yl)butyl 4-methylbenzensulfonate), C([O-])([O-])=O.[K+].[K+] (potassium carbonate). Solvent: CO (methanol). Conditions: time 4 hour. The product is COC=1C=CC2=C(N(C(C=N2)=O)CC[C@H]2OC2)N1 (6-Methoxy-4-{2-[(2R)-oxiran-2-yl]ethyl}pyrido[2,3-b]pyrazin-3(4H)-one). RXN SMILES: CC1C=CC(S(O[CH2:12][C@H:13]([OH:29])[CH2:14][CH2:15][N:16]2[C:21](=[O:22])[CH:20]=[N:19][C:18]3[CH:23]=[CH:24][C:25]([O:27][CH3:28])=[N:26][C:17]2=3)(=O)=O)=CC=1.C(=O)([O-])[O-].[K+].[K+]>CO>[CH3:28][O:27][C:25]1[CH:24]=[CH:23][C:18]2[N:19]=[CH:20][C:21](=[O:22])[N:16]([CH2:15][CH2:14][C@@H:13]3[CH2:12][O:29]3)[C:17]=2[N:26]=1 |f:1.2.3|. Reported procedure: In methanol (250 ml) was dissolved (2R)-2-hydroxy-4-(6-methoxy-3-oxopyrido[2,3-b]pyrazin-4(3H)-yl)butyl 4-methylbenzensulfonate (4.30 g, 10.25 mmol), potassium carbonate (1.70 g, 12.30 mmol) was added thereto at room temperature and the mixture was stirred for 4 hours. The reaction solution was concentrated under reduced pressure and the residue was diluted with chloroform and washed with water. After drying the resultant over anhydrous sodium sulfate, the solvent was removed under reduced press... The reactants are CC(=O)N1CCc2cc(O)c(Br)cc21, CI, [K+], [K+], O=C([O-])[O-], CN(C)C=O. Product: COc1cc2c(cc1Br)N(C(C)=O)CC2. RXN SMILES: [C:1]([CH3:2])(=[O:3])[N:4]1[CH2:5][CH2:6][c:7]2[cH:8][c:9]([OH:14])[c:10]([Br:13])[cH:11][c:12]21.[I:21][CH3:22].[K+:15].[K+:16].[O-:17][C:18]([O-:19])=[O:20].[O:23]=[CH:24][N:25]([CH3:26])[CH3:27]>>[C:1]([CH3:2])(=[O:3])[N:4]1[CH2:5][CH2:6][c:7]2[cH:8][c:9]([O:14][CH3:18])[c:10]([Br:13])[cH:11][c:12]21. Starting materials: C(C1=CC=CC=C1)OC(NCC1CCN(CC1)CC1(CCOCC1)O)=O (benzyl({1-[(4-hydroxytetrahydro-2H-pyran-4-yl)methyl]piperidin-4-yl}methyl)carbamate). The reagents and catalysts are [Pd] (palladium on activated carbon). Run in CO (methanol). Conditions: time 20 hour. Product: NCC1CCN(CC1)CC1(CCOCC1)O (4-{[4-(Aminomethyl)piperidin-1-yl]methyl}tetrahydro-2H-pyran-4-ol). Yield: 93.2%. RXN SMILES: C(OC(=O)[NH:10][CH2:11][CH:12]1[CH2:17][CH2:16][N:15]([CH2:18][C:19]2([OH:25])[CH2:24][CH2:23][O:22][CH2:21][CH2:20]2)[CH2:14][CH2:13]1)C1C=CC=CC=1>[Pd].CO>[NH2:10][CH2:11][CH:12]1[CH2:17][CH2:16][N:15]([CH2:18][C:19]2([OH:25])[CH2:24][CH2:23][O:22][CH2:21][CH2:20]2)[CH2:14][CH2:13]1. Reported procedure: A mixture of benzyl({1-[(4-hydroxytetrahydro-2H-pyran-4-yl)methyl]piperidin-4-yl}methyl)carbamate (5.60 g, 15.5 mmol, step 1) and palladium on activated carbon (10 wt. %, 1.20 g) in methanol (250 mL) was hydrogenated at room temperature for 20 h. Then, the mixture was filtered through a pad of Celite, and the filtrate was concentrated in vacuo to give 3.30 g (94%) of the title compound as slightly yellow oil. Reactants: [Br-].[Li+] (Lithium bromide), BrC=1C=C(C=C(C1OC)Br)C(=O)N1C2=C(OCC1)N=CC(=C2)C ((3,5-dibromo-4-methoxy-phenyl)-(7-methyl-2,3-dihydro-pyrido[2,3-b][1,4]oxazin-1-yl)-methanone), [Br-].[Li+] (lithium bromide), N1CCNCC1 (piperazine), [Br-].[Li+] (Lithium bromide), Cl (hydrochloric acid), C(O)([O-])=O.[Na+] (sodium hydrogen carbonate). Run in CN(C=O)C (N,N-dimethyl formamide). Reaction conditions: time 30 minute. The product is BrC=1C=C(C=C(C1O)Br)C(=O)N1C2=C(OCC1)N=CC(=C2)C ((3,5-dibromo-4-hydroxy-phenyl)-(7-methyl-2,3-dihydro-pyrido[2,3-b][1,4]oxazin-1-yl)-methanone). Isolated yield 75.2%. Reaction SMILES: [Br:1][C:2]1[CH:3]=[C:4]([C:11]([N:13]2[CH2:18][CH2:17][O:16][C:15]3[N:19]=[CH:20][C:21]([CH3:23])=[CH:22][C:14]2=3)=[O:12])[CH:5]=[C:6]([Br:10])[C:7]=1[O:8]C.[Br-].[Li+].N1CCNCC1.C(=O)([O-])O.[Na+].Cl>CN(C)C=O>[Br:10][C:6]1[CH:5]=[C:4]([C:11]([N:13]2[CH2:18][CH2:17][O:16][C:15]3[N:19]=[CH:20][C:21]([CH3:23])=[CH:22][C:14]2=3)=[O:12])[CH:3]=[C:2]([Br:1])[C:7]=1[OH:8] |f:1.2,4.5|. Reported procedure: In a 5 ml flask, (3,5-dibromo-4-methoxy-phenyl)-(7-methyl-2,3-dihydro-pyrido[2,3-b][1,4]oxazin-1-yl)-methanone (100 mg, 0.23 mmol), lithium bromide (39 mg, 0.45 mmol), piperazine (30 mg, 0.35 mmol) and N,N-dimethyl formamide (1 ml) were added and then stirred at 100□ for 30 minutes. Lithium bromide (39 mg, 0.45 mmol) was further added thereto and then stirred at 1000 for 1 hour. Lithium bromide (39 mg, 0.45 mmol) was further added thereto and then stirred for 1 hour. After neutralizing with satu...